From a dataset of the Open Reaction Database (ORD), a public repository of structured organic reaction records. describe an organic reaction: reactants, conditions, products, and yield The reactants are C(C)(=O)O.OC[C@]12CCC(CC1=CC[C@H]1[C@@H]3CC[C@@H]([C@@]3(C)CC[C@H]21)OC2(CCCCC2)OC)=O (19-hydroxy-17β-(1'-methoxycyclohexyloxy)androst-5-en-3-one acetate), [H-].C(C)(C)(C)O[Al](OC(C)(C)C)OC(C)(C)C.[Li+] (lithium tri-t-butoxyaluminum hydride), C(=O)([O-])C(O)C(O)C(=O)[O-].[Na+].[K+] (potassium sodium tartrate). The solvent is O1CCCC1 (tetrahydrofuran), O1CCCC1 (tetrahydrofuran). Run at time 8 hour. Product: C(C)(=O)OC[C@]12CC[C@@H](CC1=CC[C@H]1[C@@H]3CC[C@@H]([C@@]3(C)CC[C@H]21)OC2(CCCCC2)OC)O (17β-(1'-methoxycyclohexyloxy)-5-androstene-3β,19-diol 19-acetate). As a reaction SMILES: [C:1]([OH:4])(=[O:3])[CH3:2].O[CH2:6][C@@:7]12[C@@H:24]3[C@H:15]([C@H:16]4[C@@:20]([CH2:22][CH2:23]3)([CH3:21])[C@@H:19]([O:25][C:26]3([O:32][CH3:33])[CH2:31][CH2:30][CH2:29][CH2:28][CH2:27]3)[CH2:18][CH2:17]4)[CH2:14][CH:13]=[C:12]1[CH2:11][C:10](=[O:34])[CH2:9][CH2:8]2.[H-].C(O[Al](OC(C)(C)C)OC(C)(C)C)(C)(C)C.[Li+].C(C(C(C([O-])=O)O)O)([O-])=O.[Na+].[K+]>O1CCCC1>[C:1]([O:4][CH2:6][C@@:7]12[C@@H:24]3[C@H:15]([C@H:16]4[C@@:20]([CH2:22][CH2:23]3)([CH3:21])[C@@H:19]([O:25][C:26]3([O:32][CH3:33])[CH2:27][CH2:28][CH2:29][CH2:30][CH2:31]3)[CH2:18][CH2:17]4)[CH2:14][CH:13]=[C:12]1[CH2:11][C@@H:10]([OH:34])[CH2:9][CH2:8]2)(=[O:3])[CH3:2] |f:0.1,2.3.4,5.6.7|. Procedure: A tetrahydrofuran solution of 19-hydroxy-17β-(1'-methoxycyclohexyloxy)androst-5-en-3-one acetate is added under nitrogen to a solution of lithium tri-t-butoxyaluminum hydride in tetrahydrofuran. After stirring at room temperature overnight, an aqueous solution of potassium sodium tartrate is added with stirring to form a readily filterable white solid. The reaction mixture is filtered and the filtrate dried over magnesium sulfate and the solvent removed. The residue which remains is recrystalliz... The reactants are CC(C)OC(=O)/N=N/C(=O)OC(C)C (DIAD), [N+](=O)([O-])C1=C(C=CC=C1)O (nitrophenol), C1(CCCC1)OC([C@H](CCO)NC(=O)OC(C)(C)C)=O ((S)-2-tert-butoxycarbonylamino-4-hydroxy-butyric acid cyclopentyl ester), C1(=CC=CC=C1)P(C1=CC=CC=C1)C1=CC=CC=C1 (triphenyl phosphine). Solvent: C(Cl)Cl (DCM), C(Cl)Cl (DCM). Run at time 16 hour. Yields the product C1(CCCC1)OC([C@H](CCOC1=CC=C(C=C1)[N+](=O)[O-])NC(=O)OC(C)(C)C)=O ((S)-2-tert-Butoxycarbonylamino-4-(4-nitro-phenoxy)-butyric acid cyclopentyl ester). RXN SMILES: [N+:1]([C:4]1[CH:9]=[CH:8][CH:7]=[CH:6][C:5]=1O)([O-:3])=[O:2].[CH:11]1([O:16][C:17](=[O:30])[C@@H:18]([NH:22][C:23]([O:25][C:26]([CH3:29])([CH3:28])[CH3:27])=[O:24])[CH2:19][CH2:20][OH:21])[CH2:15][CH2:14][CH2:13][CH2:12]1.C1(P(C2C=CC=CC=2)C2C=CC=CC=2)C=CC=CC=1.CC(OC(/N=N/C(OC(C)C)=O)=O)C>C(Cl)Cl>[CH:11]1([O:16][C:17](=[O:30])[C@@H:18]([NH:22][C:23]([O:25][C:26]([CH3:28])([CH3:27])[CH3:29])=[O:24])[CH2:19][CH2:20][O:21][C:7]2[CH:8]=[CH:9][C:4]([N+:1]([O-:3])=[O:2])=[CH:5][CH:6]=2)[CH2:15][CH2:14][CH2:13][CH2:12]1. Procedure details: To a slurry of 4 nitrophenol (0.32 g, 2.3 mmol) in anhydrous DCM (100 ml) at 0° C. was added (S)-2-tert-butoxycarbonylamino-4-hydroxy-butyric acid cyclopentyl ester (1 g, 3.5 mmol) (Scheme 9) in DCM (100 ml), triphenyl phosphine (2.5 g, 9.5 mmol) followed by slow addition of DIAD (1.9 ml, 9.6 mmol). The reaction was allowed to warm to room temperature and stirred for 16 h. The solvent was removed and the crude material purified by column chromatography to furnish the desired product. (EtOAc:hept... Reactants: Intermediate 26B, [O-]C1=CC=C2C=CC(=CC2=C1)S(=O)(=O)[O-].[Na+].[Na+] (sodium 7-oxidonaphthalene-2-sulfonate), ClCCCN1CCCCC1 (1-(3-chloropropyl)piperidine). The product is N1(CCCCC1)CCCOC1=CC=C2C=CC(=CC2=C1)S(=O)(=O)O (7-(3-(Piperidin-1-yl)propoxy)naphthalene-2-sulfonic acid). Isolated yield 29.8%. RXN SMILES: [O-:1][C:2]1[CH:11]=[C:10]2[C:5]([CH:6]=[CH:7][C:8]([S:12]([O-:15])(=[O:14])=[O:13])=[CH:9]2)=[CH:4][CH:3]=1.[Na+].[Na+].Cl[CH2:19][CH2:20][CH2:21][N:22]1[CH2:27][CH2:26][CH2:25][CH2:24][CH2:23]1>>[N:22]1([CH2:21][CH2:20][CH2:19][O:1][C:2]2[CH:11]=[C:10]3[C:5]([CH:6]=[CH:7][C:8]([S:12]([OH:15])(=[O:13])=[O:14])=[CH:9]3)=[CH:4][CH:3]=2)[CH2:27][CH2:26][CH2:25][CH2:24][CH2:23]1 |f:0.1.2|. Reported procedure: Following a procedure analogous to that for the synthesis of Intermediate 26B, sodium 7-oxidonaphthalene-2-sulfonate (Pfaltz and Bauer, 200 mg, 0.75 mmol) and 1-(3-chloropropyl)piperidine (121 mg, 0.75 mmol) were converted to the title compound (78 mg, 30%). MS(ESI+) m/z 336.1 (M+H)+. The yield is 95.5%. As a reaction SMILES: [CH3:1][CH:2]([NH:4][C:5]([CH3:10])([CH:7]([CH3:9])[CH3:8])[CH3:6])[CH3:3].[ClH:11]>C(O)C>[CH3:1][CH:2]([NH:4][C:5]([CH3:10])([CH:7]([CH3:9])[CH3:8])[CH3:6])[CH3:3].[ClH:11] |f:3.4|. Product: CC(C)NC(C)(C(C)C)C.Cl (N-(1-methylethyl)-2,3-dimethyl-2-butyl amine•hydrochloride). The solvent is C(C)O (ethanol). Procedure details: To a solution of 100.0 g N-(1-methylethyl)-2,3-dimethyl-2-butylamine in 200 mL ethanol, 100 mL hydrochloric acid was added with shaking and cooling in an glacial water bath. The solvent was distilled off to dry in vacuum. The residue was dissolve in ethanol, then distilled off to dry in vacuum and crystallized from 1:1 i-PrOH-c-Hex-H to give a solid 130.5 g (95.5%), mp 228-230° C.(i-PrOH:Et2O). Elemental analysis for C9H22ClN(%): Calculated C, 60.14; H, 12.34; N, 7.79; Cl, 19.73. Found C, 60.14;... Reactants: CC(C)NC(C)(C(C)C)C (N-(1-methylethyl)-2,3-dimethyl-2-butylamine), Cl (hydrochloric acid). Reactants: O1CC1COC1=CC=C(C=C1)OC (1,2-epoxy-3-(4-methoxyphenoxy)propane), NCCNC(C1=CC=C(C=C1)N1C=NC=C1)=O (N-(2-aminoethyl)-4-(1H-imidazol-1-yl)benzamide). Run in CO (methanol). Run at time 24 hour. Yields the product OC(CNCCNC(C1=CC=C(C=C1)N1C=NC=C1)=O)COC1=CC=C(C=C1)OC (N-[2-[[2-Hydroxy-3-(4-methoxyphenoxy)propyl]amino]ethyl]-4-(1H-imidazol-1-yl)benzamide). Reaction SMILES: [O:1]1[CH:3]([CH2:4][O:5][C:6]2[CH:11]=[CH:10][C:9]([O:12][CH3:13])=[CH:8][CH:7]=2)[CH2:2]1.[NH2:14][CH2:15][CH2:16][NH:17][C:18](=[O:30])[C:19]1[CH:24]=[CH:23][C:22]([N:25]2[CH:29]=[CH:28][N:27]=[CH:26]2)=[CH:21][CH:20]=1>CO>[OH:1][CH:3]([CH2:4][O:5][C:6]1[CH:11]=[CH:10][C:9]([O:12][CH3:13])=[CH:8][CH:7]=1)[CH2:2][NH:14][CH2:15][CH2:16][NH:17][C:18](=[O:30])[C:19]1[CH:24]=[CH:23][C:22]([N:25]2[CH:29]=[CH:28][N:27]=[CH:26]2)=[CH:21][CH:20]=1. Procedure: To a solution of 2.39 g (13.2 mmol) 1,2-epoxy-3-(4-methoxyphenoxy)propane in 25 mL methanol is added 3.05 g (13.2 g) N-(2-aminoethyl)-4-(1H-imidazol-1-yl)benzamide. The reaction mixture is stirred under a nitrogen atmosphere for 24 h. After this time, the precipitate is collected and recrystallized from ethanol to provide the title compound. Reactants: C(Cl)Cl (CH2Cl2), BrC1=NC=CN=C1 (2-Bromopyrazine), ClC1=C(C=CC=C1)B(O)O ((2-chlorophenyl)boronic acid), C(=O)([O-])[O-].[Na+].[Na+] (Na2CO3). Run in C(C)(=O)OCC (ethyl acetate), O (water), O1CCOCC1 (1,4-dioxane). The product is ClC1=C(C=CC=C1)C1=NC=CN=C1 (2-(2-Chlorophenyl)pyrazine). As a reaction SMILES: Br[C:2]1[CH:7]=[N:6][CH:5]=[CH:4][N:3]=1.[Cl:8][C:9]1[CH:14]=[CH:13][CH:12]=[CH:11][C:10]=1B(O)O.C([O-])([O-])=O.[Na+].[Na+].C(Cl)Cl>C(OCC)(=O)C.O.O1CCOCC1>[Cl:8][C:9]1[CH:14]=[CH:13][CH:12]=[CH:11][C:10]=1[C:2]1[CH:7]=[N:6][CH:5]=[CH:4][N:3]=1 |f:2.3.4|. Procedure details: 2-Bromopyrazine (100 mg, 0.630 mmol) and ((2-chlorophenyl)boronic acid (103 mg, 0.660 mmol) were added to a 5 mL sealable vial equipped with a stir-bar. A solution consisting of 1,4-dioxane (3 mL) and Na2CO3 (1.6 mL, 2 M) was added and the mixture sparged with argon for 10 minutes before adding Pd(ddp)Cl2.CH2Cl2 (23 mg, 0.031 mmol) and heating at 80° Celsius for 15 hours. The reaction was then cooled to rt, diluted with 5 mL of ethyl acetate and 5 mL of water, and the mixture extracted with ethy... Reactants: C(C)(C)(C)OC(=O)N[C@@H](C(=O)OC)CO ((R)-methyl 2-(tert-butoxycarbonylamino)-3-hydroxypropanoate), N1C=NC=C1 (imidazole), CC(C)(C)[Si](C)(C)Cl (TBSCl). Run in CN(C)C=O (DMF). Reaction conditions: time 4 hour. Yields the product CC(C)([Si](OC[C@@H](NC(OC(C)(C)C)=O)C(=O)OC)(C)C)C ((R)-methyl 2,2,3,3,10,10-hexamethyl-8-oxo-4,9-dioxa-7-aza-3-silaundecane-6-carboxylate). Yield: 95.2%. As a reaction SMILES: [C:1]([O:5][C:6]([NH:8][C@H:9]([CH2:14][OH:15])[C:10]([O:12][CH3:13])=[O:11])=[O:7])([CH3:4])([CH3:3])[CH3:2].N1C=CN=C1.[CH3:21][C:22]([Si:25](Cl)([CH3:27])[CH3:26])([CH3:24])[CH3:23]>CN(C=O)C>[CH3:21][C:22]([CH3:24])([Si:25]([CH3:27])([CH3:26])[O:15][CH2:14][C@H:9]([C:10]([O:12][CH3:13])=[O:11])[NH:8][C:6](=[O:7])[O:5][C:1]([CH3:4])([CH3:3])[CH3:2])[CH3:23]. Reported procedure: To a solution of (R)-methyl 2-(tert-butoxycarbonylamino)-3-hydroxypropanoate (27.5 g, 0.126 mol) in DMF (250 mL) was added imidazole (25.7 g, 0.378 mol), followed by TBSCl (20.9 g, 0.139 mol) and the reaction mixture stirred for 4 h. The solvents were removed in vacuo and dissolved in EtOAc (300 mL). The solution was washed with saturated NH4Cl (2×100 mL), then with saturated NaHCO3 (100 mL), and brine (100 mL). The organic layer was then dried, filtered, and solvent removed in vacuo to give (R)...